From a dataset of the Open Reaction Database (ORD), a public repository of structured organic reaction records. describe an organic reaction: reactants, conditions, products, and yield Reactants: [O-]CC.[Na+] (sodium ethoxide), [Br-].CN(C=1C(=C(C[P+](C2=CC=CC=C2)(C2=CC=CC=C2)C2=CC=CC=C2)C=CC1)[N+](=O)[O-])C (3-dimethylamino-2-nitrobenzyl-triphenylphosphonium bromide), C1(=CC=CC=C1)C=1N=CN(C1)CCC=O (3-(4-phenyl-1H-imidazol-1-yl)propionaldehyde). Product: [N+](=O)([O-])C1=C(N(C)C)C=CC=C1C=CCCN1C=NC(=C1)C1=CC=CC=C1 (2-nitro-3-[4-(4-phenyl-1H-imidazol-1-yl)butenyl]-N,N-dimethylaniline). The yield is 142.2%. RXN SMILES: [O-]CC.[Na+].[Br-].[CH3:6][N:7]([CH3:37])[C:8]1[C:9]([N+:34]([O-:36])=[O:35])=[C:10]([CH:31]=[CH:32][CH:33]=1)[CH2:11][P+](C1C=CC=CC=1)(C1C=CC=CC=1)C1C=CC=CC=1.[C:38]1([C:44]2[N:45]=[CH:46][N:47]([CH2:49][CH2:50][CH:51]=O)[CH:48]=2)[CH:43]=[CH:42][CH:41]=[CH:40][CH:39]=1>>[N+:34]([C:9]1[C:10]([CH:11]=[CH:51][CH2:50][CH2:49][N:47]2[CH:48]=[C:44]([C:38]3[CH:43]=[CH:42][CH:41]=[CH:40][CH:39]=3)[N:45]=[CH:46]2)=[CH:31][CH:32]=[CH:33][C:8]=1[N:7]([CH3:6])[CH3:37])([O-:36])=[O:35] |f:0.1,2.3|. Reported procedure: An ethanolic solution of 900 mg of sodium ethoxide was dropped into an ethanolic solution containing 6.88 g of 3-dimethylamino-2-nitrobenzyl-triphenylphosphonium bromide and 3.22 g of 3-(4-phenyl-1H-imidazol-1-yl)propionaldehyde. The obtained solution was heated under reflux for 2 hours to conduct a reaction. After the completion of the reaction, the reaction mixture was freed from the solvent by distillation and extracted With 2N NaOH. The aqueous layer was made acidic again with 1N HCl and ext... The reactants are C(C)(C)(C)OC(NC1CCC(CC1)OC1=NC=CC=C1[N+](=O)[O-])=O ([4-(3-nitro-pyridin-2-yloxy)cyclohexyl]-carbamic acid tert-butyl ester). Reagents/catalysts: [Ni] (raney nickel). Solvent: CO (methanol). The product is C(C)(C)(C)OC(NC1CCC(CC1)OC1=NC=CC=C1N)=O ([4-(3-Amino-pyridin-2-yloxy)cyclohexyl]-carbamic acid tert-butyl ester). As a reaction SMILES: [C:1]([O:5][C:6](=[O:24])[NH:7][CH:8]1[CH2:13][CH2:12][CH:11]([O:14][C:15]2[C:20]([N+:21]([O-])=O)=[CH:19][CH:18]=[CH:17][N:16]=2)[CH2:10][CH2:9]1)([CH3:4])([CH3:3])[CH3:2]>[Ni].CO>[C:1]([O:5][C:6](=[O:24])[NH:7][CH:8]1[CH2:9][CH2:10][CH:11]([O:14][C:15]2[C:20]([NH2:21])=[CH:19][CH:18]=[CH:17][N:16]=2)[CH2:12][CH2:13]1)([CH3:4])([CH3:2])[CH3:3]. Procedure: A mixture of 7.8 g [4-(3-nitro-pyridin-2-yloxy)cyclohexyl]-carbamic acid tert-butyl ester and 0.8 g raney nickel in 100 ml methanol was hydrogenated at rt under 50 psi overnight. The reaction mixture was filtered and the filtrate concentrated. The reactants are hydrochloride salt, NC12C3C4(C5C3(C1C5(C24)N)N)N (1,3,5,7-tetraaminocubane), O=[O+][O-] (ozone), O (water), S(=O)(=O)([O-])OOS(=O)(=O)[O-].[K+].[K+] (Potassium monopersulfate), C(=O)(O)[O-].[Na+] (NaHCO3), O (water). Solvent: C(C)#N (acetonitrile). Reaction conditions: time 4 hour. The product is [N+](=O)([O-])C12C3C4C5C3C1C5C24 (Nitrocubane). Reaction SMILES: S(OOS([O-])(=O)=O)([O-])(=O)=O.[K+].[K+].C([O-])(O)=O.[Na+].[NH2:18][C:19]12[CH:26]3[C:21]4(N)[CH:22]5[C:25]3(N)[CH:24]1[C:23]5(N)[CH:20]24.[O:30]=[O+][O-].[OH2:33]>C(#N)C>[N+:18]([C:19]12[CH:26]3[CH:21]4[CH:22]5[CH:25]3[CH:24]1[CH:23]5[CH:20]24)([O-:30])=[O:33] |f:0.1.2,3.4|. Procedure details: Potassium monopersulfate (6.0 g), NaHCO3 (2.0 g), water (20 ml), and acetonitrile, (30 ml) were mixed together. A solution of the hydrochloride salt of 1,3,5,7-tetraaminocubane in water, 100 mg in 25 ml, was slowly added to the solution while ozone was slowly bubbled through the reaction medium. The reaction temperature was room temperature. The addition of ozone was stopped after 4 hours; the yellowish suspension became milky white. The medium was stirred for 4 days. The reaction product was fi...